This data is from the Open Reaction Database (ORD), a public repository of structured organic reaction records. The task is: describe an organic reaction: reactants, conditions, products, and yield Reactants: C(C1=CC=CC=C1)OC(N[C@@H]([C@H](CC)C)CO[Si](C1=CC=CC=C1)(C1=CC=CC=C1)C(C)(C)C)=O ([(1S,2S)-1-(t-butyldiphenylsilyloxymethyl)-2-methylbutyl]carbamic acid benzyl ester). Reagents/catalysts: [Pd] (palladium on charcoal). Solvent: CO (methanol). Product: [Si](C1=CC=CC=C1)(C1=CC=CC=C1)(C(C)(C)C)OC[C@H]([C@H](CC)C)N ((1S,2S)-1-(t-butyldiphenylsilyloxymethyl)-2-methylbutylamine). The yield is 82.9%. RXN SMILES: C(OC(=O)[NH:10][C@H:11]([CH2:16][O:17][Si:18]([C:31]([CH3:34])([CH3:33])[CH3:32])([C:25]1[CH:30]=[CH:29][CH:28]=[CH:27][CH:26]=1)[C:19]1[CH:24]=[CH:23][CH:22]=[CH:21][CH:20]=1)[C@@H:12]([CH3:15])[CH2:13][CH3:14])C1C=CC=CC=1>CO.[Pd]>[Si:18]([O:17][CH2:16][C@@H:11]([NH2:10])[C@@H:12]([CH3:15])[CH2:13][CH3:14])([C:31]([CH3:33])([CH3:34])[CH3:32])([C:25]1[CH:26]=[CH:27][CH:28]=[CH:29][CH:30]=1)[C:19]1[CH:20]=[CH:21][CH:22]=[CH:23][CH:24]=1. Procedure: A solution of [(1S,2S)-1-(t-butyldiphenylsilyloxymethyl)-2-methylbutyl]carbamic acid benzyl ester (6.72 g, 13.7 mmol) (obtained as described in Reference Example 38(1)) in methanol (200 ml) was subjected to catalytic hydrogenation in the presence of 10% palladium on charcoal (6.72 g) at room temperature for 2 hours. After checking the completion of the reaction, the reaction mixture was filtered in order to remove the catalyst and the filtrate concentrated under reduced pressure. The residue was... Starting materials: CCO, CC(C)(C)C(=O)C=Cc1ccc(Cl)cc1Cl, Sc1ccccc1. Yields the product CC(C)(C)C(=O)CC(Sc1ccccc1)c1ccc(Cl)cc1Cl. Reaction SMILES: [CH3:24][CH2:25][OH:26].[Cl:1][c:2]1[c:3]([CH:4]=[CH:5][C:6]([C:7]([CH3:8])([CH3:9])[CH3:10])=[O:11])[cH:12][cH:13][c:14]([Cl:16])[cH:15]1.[SH:17][c:18]1[cH:19][cH:20][cH:21][cH:22][cH:23]1>>[Cl:1][c:2]1[c:3]([CH:4]([CH2:5][C:6]([C:7]([CH3:8])([CH3:9])[CH3:10])=[O:11])[S:17][c:18]2[cH:19][cH:20][cH:21][cH:22][cH:23]2)[cH:12][cH:13][c:14]([Cl:16])[cH:15]1. Starting materials: Cl.FC1(C[C@H]2CC(CC(N2C1)(C)C)N[C@@H](C)C1=CC=CC=C1)F ((8aR)-2,2-difluoro-octahydro-5,5-dimethyl-N—((S)-1-phenylethyl)indolizin-7-amine hydrogen chloride), Pd(OH)2—C, Pd(OH)2—C, [H][H] (hydrogen). The solvent is CO (MeOH). Conditions: time 39 hour. Yields the product Cl.FC1(C[C@H]2CC(CC(N2C1)(C)C)N)F ((8aR)-2,2-difluoro-octahydro-5,5-dimethylindolizin-7-amine hydrogen chloride). As a reaction SMILES: [ClH:1].[F:2][C:3]1([F:23])[CH2:11][N:10]2[C@H:5]([CH2:6][CH:7]([NH:14][C@H](C3C=CC=CC=3)C)[CH2:8][C:9]2([CH3:13])[CH3:12])[CH2:4]1.[H][H]>CO>[ClH:1].[F:23][C:3]1([F:2])[CH2:11][N:10]2[C@H:5]([CH2:6][CH:7]([NH2:14])[CH2:8][C:9]2([CH3:13])[CH3:12])[CH2:4]1 |f:0.1,4.5|. Procedure details: A MeOH (20 ml) solution of (8aR)-2,2-difluoro-octahydro-5,5-dimethyl-N—((S)-1-phenylethyl)indolizin-7-amine hydrogen chloride and Pd(OH)2—C (20% on activated carbon, 50% wet, 0.2 g) was hydrogenated in a Parr flask under 45 psi of hydrogen. Additional Pd(OH)2—C was added (˜0.2 g) was added at 16 hours and 24 hours, and the reaction went to completion at 39 hours monitored by LC-MS. Solid was removed by filtration through a short Celite column, washing with MeOH. Filtrate was collected, solvent w...